This data is from the Open Reaction Database (ORD), a public repository of structured organic reaction records. The task is: describe an organic reaction: reactants, conditions, products, and yield The reactants are CN1C(CCC1)=O (N-methylpyrrolidinone), [H][H] (hydrogen), ( 2 ), ( 1 ), [H][H] (hydrogen), FC1=C(C=CC=C1)C (2-fluorotoluene), methyl or N-methyl-3-phenyl-3-hydroxypropylamine, alkoxide, alcohol, CN(C)CCC(O)C1=CC=CC=C1 (N,N-dimethyl-3-phenyl-3-hydroxypropylamine). The solvent is CN1C(N(CC1)C)=O (1,3-dimethyl-2-imidazolidinone). Yields the product ( 3 ), CN(C)CCC(C1=CC=CC=C1)OC1=C(C=CC=C1)C (N,N-dimethyl-3-(2-methylphenoxy)-3-phenylpropylamine). Reaction SMILES: [H][H].[CH3:3][N:4]([CH2:6][CH2:7][CH:8]([C:10]1[CH:15]=[CH:14][CH:13]=[CH:12][CH:11]=1)[OH:9])[CH3:5].F[C:17]1[CH:22]=[CH:21][CH:20]=[CH:19][C:18]=1[CH3:23].CN1CCCC1=O>CN1CCN(C)C1=O>[CH3:3][N:4]([CH2:6][CH2:7][CH:8]([O:9][C:17]1[CH:22]=[CH:21][CH:20]=[CH:19][C:18]=1[CH3:23])[C:10]1[CH:15]=[CH:14][CH:13]=[CH:12][CH:11]=1)[CH3:5]. Procedure details: In Reaction Scheme B, step a, a nucleophilic aromatic displacement, the alkoxide of an alcohol of formula (1) in which G is methyl or hydrogen, N,N-dimethyl-3-phenyl-3-hydroxypropylamine where G is methyl or N-methyl-3-phenyl-3-hydroxypropylamine where G is hydrogen, is contacted with a 2-fluorotoluene (the compound of formula (2)) in 1,3-dimethyl-2-imidazolidinone or N-methylpyrrolidinone to give the compound of formula (3), N,N-dimethyl-3-(2-methylphenoxy)-3-phenylpropylamine, or the compound ... The reactants are O=C([O-])[O-], CC#N, CNc1ccccc1, Cc1ccccc1, O=C(Cl)Cl, [K+], [K+]. The product is CN(C(=O)Cl)c1ccccc1. RXN SMILES: [C:13](=[O:14])([O-:15])[O-:16].[CH3:19][C:20]#[N:21].[CH3:1][NH:2][c:3]1[cH:4][cH:5][cH:6][cH:7][cH:8]1.[CH3:22][c:23]1[cH:24][cH:25][cH:26][cH:27][cH:28]1.[Cl:9][C:10]([Cl:11])=[O:12].[K+:17].[K+:18]>>[CH3:1][N:2]([c:3]1[cH:4][cH:5][cH:6][cH:7][cH:8]1)[C:10]([Cl:9])=[O:12]. Starting materials: O=C(OOC(=O)c1ccccc1)c1ccccc1, CC#N, Cc1cccc(C#N)c1F, O=C1CCC(=O)N1Br, O. Yields the product N#Cc1cccc(CBr)c1F. Reaction SMILES: [C:19]([O:20][O:21][C:22](=[O:23])[c:24]1[cH:25][cH:26][cH:27][cH:28][cH:29]1)(=[O:30])[c:31]1[cH:32][cH:33][cH:34][cH:35][cH:36]1.[CH3:38][C:39]#[N:40].[F:9][c:10]1[c:11]([C:12]#[N:13])[cH:14][cH:15][cH:16][c:17]1[CH3:18].[O:1]=[C:2]1[N:3]([Br:8])[C:4](=[O:5])[CH2:6][CH2:7]1.[OH2:37]>>[Br:8][CH2:18][c:17]1[c:10]([F:9])[c:11]([C:12]#[N:13])[cH:14][cH:15][cH:16]1. The product is COc1cc(CBr)c(OC)cc1C#N. Reactants: COc1cc(C#N)c(OC)cc1C, O=C1CCC(=O)N1Br. Reaction SMILES: [CH3:1][O:2][c:3]1[c:4]([C:5]#[N:6])[cH:7][c:8]([O:12][CH3:13])[c:9]([CH3:11])[cH:10]1.[O:14]=[C:15]1[N:16]([Br:21])[C:17](=[O:18])[CH2:19][CH2:20]1>>[CH3:1][O:2][c:3]1[c:4]([C:5]#[N:6])[cH:7][c:8]([O:12][CH3:13])[c:9]([CH2:11][Br:21])[cH:10]1. The reactants are [H-].[Na+] (Sodium hydride), O1C(=CC=C1)C1=C(N=CC(=N1)N)C1=NC=NC=C1 (6-(2-Furyl)-5-pyrimidin-4-ylpyrazin-2-amine), C(C)(=O)Cl (Acetyl chloride). Solvent: C(C)(=O)OCC (ethyl acetate), CN(C)C=O (DMF). Run at temperature 0 celsius, time 30 minute. The product is O1C(=CC=C1)C1=C(N=CC(=N1)NC(C)=O)C1=NC=NC=C1 (N-[6-(2-Furyl)-5-pyrimidin-4-ylpyrazin-2-yl]acetamide). The yield is 6.8%. Reaction SMILES: [H-].[Na+].[O:3]1[CH:7]=[CH:6][CH:5]=[C:4]1[C:8]1[N:13]=[C:12]([NH2:14])[CH:11]=[N:10][C:9]=1[C:15]1[CH:20]=[CH:19][N:18]=[CH:17][N:16]=1.[C:21](Cl)(=[O:23])[CH3:22]>CN(C=O)C.C(OCC)(=O)C>[O:3]1[CH:7]=[CH:6][CH:5]=[C:4]1[C:8]1[N:13]=[C:12]([NH:14][C:21](=[O:23])[CH3:22])[CH:11]=[N:10][C:9]=1[C:15]1[CH:20]=[CH:19][N:18]=[CH:17][N:16]=1 |f:0.1|. Reported procedure: Sodium hydride (42 mg, 1.05 mmol) was added to a stirred solution of 6-(2-furyl)-5-pyrimidin-4-ylpyrazin-2-amine (Example 8, 100 mg, 0.42 mmol) in DMF (4 mL) at 0° C. under nitrogen. The solution was allowed to stir for 30 min. at 0° C. Acetyl chloride (60.0 μL, 0.84 mmol) was then added and the reaction mixture was warmed up to room temperature and stirred for 3 days. The reaction was diluted with ethyl acetate and washed with water. The organic layer was washed with brine, dried (Na2SO4) and e...